This data is from the Open Reaction Database (ORD), a public repository of structured organic reaction records. The task is: describe an organic reaction: reactants, conditions, products, and yield Reactants: CC1(C)CCC(N(C(=O)C(C)(C)C)C2CC(CN)N(C(=O)OC(C)(C)C)C2)CC1, O=C(Cl)OCc1ccccc1, ClCCl. Product: CC1(C)CCC(N(C(=O)C(C)(C)C)C2CC(CNC(=O)OCc3ccccc3)N(C(=O)OC(C)(C)C)C2)CC1. As a reaction SMILES: [C:1](=[O:2])([O:3][C:4]([CH3:5])([CH3:6])[CH3:7])[N:8]1[CH:9]([CH2:28][NH2:29])[CH2:10][CH:11]([N:13]([C:14]([C:15]([CH3:16])([CH3:17])[CH3:18])=[O:19])[CH:20]2[CH2:21][CH2:22][C:23]([CH3:26])([CH3:27])[CH2:24][CH2:25]2)[CH2:12]1.[Cl:30][C:31](=[O:32])[O:33][CH2:34][c:35]1[cH:36][cH:37][cH:38][cH:39][cH:40]1.[Cl:41][CH2:42][Cl:43]>>[C:1](=[O:2])([O:3][C:4]([CH3:5])([CH3:6])[CH3:7])[N:8]1[CH:9]([CH2:28][NH:29][C:31](=[O:32])[O:33][CH2:34][c:35]2[cH:36][cH:37][cH:38][cH:39][cH:40]2)[CH2:10][CH:11]([N:13]([C:14]([C:15]([CH3:16])([CH3:17])[CH3:18])=[O:19])[CH:20]2[CH2:21][CH2:22][C:23]([CH3:26])([CH3:27])[CH2:24][CH2:25]2)[CH2:12]1. The reactants are O=C([O-])[O-], ClCCl, COc1cc(C=CC(=O)NC2CCC(C)CC2)ccc1O, CC(=O)CC(C)C, [Cl-], ClCCBr, [K+], [K+], [Na+]. Yields the product COc1cc(C=CC(=O)NC2CCC(C)CC2)ccc1OCCCl. Reaction SMILES: [C:1](=[O:2])([O-:3])[O-:4].[CH2:41]([Cl:42])[Cl:43].[CH3:11][CH:12]1[CH2:13][CH2:14][CH:15]([NH:18][C:19]([CH:20]=[CH:21][c:22]2[cH:23][c:24]([O:29][CH3:30])[c:25]([OH:28])[cH:26][cH:27]2)=[O:31])[CH2:16][CH2:17]1.[CH3:34][C:35]([CH2:36][CH:37]([CH3:38])[CH3:39])=[O:40].[Cl-:33].[Cl:7][CH2:8][CH2:9][Br:10].[K+:5].[K+:6].[Na+:32]>>[Cl:7][CH2:8][CH2:9][O:28][c:25]1[c:24]([O:29][CH3:30])[cH:23][c:22]([CH:21]=[CH:20][C:19]([NH:18][CH:15]2[CH2:14][CH2:13][CH:12]([CH3:11])[CH2:17][CH2:16]2)=[O:31])[cH:27][cH:26]1. The reactants are C(=O)(O)CCNC1=CC=CC(=N1)C(CBr)=O (6-(2-carboxyethylamino)-2-(α-bromoacetyl)pyridine), C(C)OC=1C=C(C(=S)N)C=CC1OCC (3,4-diethoxythiobenzamide). Product: C(C)OC=1C=C(C=CC1OCC)C=1SC=C(N1)C1=NC(=CC=C1)NCCC(=O)O (2-(3,4-diethoxyphenyl)-4-[6-(2-carboxyethylamino)-2-pyridyl]thiazole). RXN SMILES: [C:1]([CH2:4][CH2:5][NH:6][C:7]1[N:12]=[C:11]([C:13](=O)[CH2:14]Br)[CH:10]=[CH:9][CH:8]=1)([OH:3])=[O:2].[CH2:17]([O:19][C:20]1[CH:21]=[C:22]([CH:26]=[CH:27][C:28]=1[O:29][CH2:30][CH3:31])[C:23]([NH2:25])=[S:24])[CH3:18]>>[CH2:17]([O:19][C:20]1[CH:21]=[C:22]([C:23]2[S:24][CH:14]=[C:13]([C:11]3[CH:10]=[CH:9][CH:8]=[C:7]([NH:6][CH2:5][CH2:4][C:1]([OH:3])=[O:2])[N:12]=3)[N:25]=2)[CH:26]=[CH:27][C:28]=1[O:29][CH2:30][CH3:31])[CH3:18]. Reported procedure: A reaction was conducted in the same manner as in Example 1, by using 6-(2-carboxyethylamino)-2-(α-bromoacetyl)pyridine and 3,4-diethoxythiobenzamide, to obtain 2-(3,4-diethoxyphenyl)-4-[6-(2-carboxyethylamino)-2-pyridyl]thiazole.